This data is from the Open Reaction Database (ORD), a public repository of structured organic reaction records. The task is: describe an organic reaction: reactants, conditions, products, and yield Starting materials: C1COC2(CCC(OCC3CC3)CC2)O1, C1CCOC1. Product: O=C1CCC(OCC2CC2)CC1. As a reaction SMILES: [CH:1]1([CH2:4][O:5][CH:6]2[CH2:7][CH2:8][C:9]3([O:10][CH2:13][CH2:12][O:11]3)[CH2:14][CH2:15]2)[CH2:2][CH2:3]1.[O:16]1[CH2:17][CH2:18][CH2:19][CH2:20]1>>[CH:1]1([CH2:4][O:5][CH:6]2[CH2:7][CH2:8][C:9](=[O:10])[CH2:14][CH2:15]2)[CH2:2][CH2:3]1.